Dataset: the Open Reaction Database (ORD), a public repository of structured organic reaction records. Task: describe an organic reaction: reactants, conditions, products, and yield The reactants are C1(=CC=CC=C1)S(=O)(=O)C(F)(F)C(O)C1=CC=CC=C1 (PhSO2CF2CH(OH)Ph), ClC1=CC=C(C=O)C=C1 (4-chlorobenzaldehyde), CC(C)(C)[O-].[K+] (t-BuOK). The solvent is CN(C)C=O (DMF), CN(C)C=O (DMF). Conditions: time 8 hour. Yields the product FC(C(O)C1=CC=CC=C1)(C(O)C1=CC=C(C=C1)Cl)F (2,2-Difluoro-1-phenyl-3-(4′-chlorophenyl)-1,3-propanediol). Isolated yield 76.0%. RXN SMILES: C1(S([C:10]([CH:13]([C:15]2[CH:20]=[CH:19][CH:18]=[CH:17][CH:16]=2)[OH:14])([F:12])[F:11])(=O)=O)C=CC=CC=1.[Cl:21][C:22]1[CH:29]=[CH:28][C:25]([CH:26]=[O:27])=[CH:24][CH:23]=1.CC([O-])(C)C.[K+]>CN(C=O)C>[F:11][C:10]([F:12])([CH:26]([C:25]1[CH:28]=[CH:29][C:22]([Cl:21])=[CH:23][CH:24]=1)[OH:27])[CH:13]([C:15]1[CH:16]=[CH:17][CH:18]=[CH:19][CH:20]=1)[OH:14] |f:2.3|. Procedure details: Into the mixture of PhSO2CF2CH(OH)Ph (120 mg, 0.4 mmol) and 4-chlorobenzaldehyde (113 mg, 0.8 mmol) in DMF (3 mL) at −50° C., was added t-BuOK (90 mg, 0.8 mmol) in 2 mL DMF. The reaction mixture was stirred at −50° C. to RT overnight. The reaction was then quenched with cold NaCl aqueous solution, followed by extraction with Et2O (20 mL×3). After drying over MgSO4 and solvent removal, the product 2,2-Difluoro-1-phenyl-3-(4′-chlorophenyl)-1,3-propanediol was obtained by chromatography as a white ...